Dataset: the Open Reaction Database (ORD), a public repository of structured organic reaction records. Task: describe an organic reaction: reactants, conditions, products, and yield Starting materials: 2a, C([O-])([O-])=O.[K+].[K+] (potassium carbonate), ClC1=C(C(=CC(=C1)Cl)[N+](=O)[O-])O (2,4-dichloro-6-nitrophenol), CI (methyl iodide). Product: [N+](=O)([O-])C1=C(C(=CC(=C1)Cl)Cl)OC (2-nitro-4,6-dichloroanisole). Yield: 90.1%. As a reaction SMILES: [Cl:1][C:2]1[CH:7]=[C:6]([Cl:8])[CH:5]=[C:4]([N+:9]([O-:11])=[O:10])[C:3]=1[OH:12].CI.[C:15](=O)([O-])[O-].[K+].[K+]>>[N+:9]([C:4]1[CH:5]=[C:6]([Cl:8])[CH:7]=[C:2]([Cl:1])[C:3]=1[O:12][CH3:15])([O-:11])=[O:10] |f:2.3.4|. Procedure details: 2-Nitro-4,6-dichloroanisole was prepared by the same procedure as described for Step 2 of Preparation 2a except using 2,4-dichloro-6-nitrophenol (52 g), methyl iodide (71 g), and potassium carbonate (41.4 g). Workup gave crude 2-nitro-4,6-dichloroanisole (50 g, 90%) which was used in the next step without purification. Starting materials: CC(=O)NC1CC(C)C(C(=O)O)C1, Cc1ccc(S(=O)(=O)n2ccc3c2ncc2cnc(C4CC(NS(=O)(=O)N5CCOC5=O)CC4C)n23)cc1, CC#N, FC(F)(F)C1CCCN1, CCOC(=O)C1CC(N)CC1C. Product: Cc1ccc(S(=O)(=O)n2ccc3c2ncc2cnc(C4CC(NS(=O)(=O)N5CCCC5C(F)(F)F)CC4C)n23)cc1. RXN SMILES: [C:39]([NH:40][CH:41]1[CH2:42][CH:43]([C:44]([OH:45])=[O:46])[CH:47]([CH3:48])[CH2:49]1)(=[O:50])[CH3:51].[CH3:1][CH:2]1[CH2:3][CH:4]([NH:29][S:30](=[O:31])(=[O:32])[N:33]2[CH2:34][CH2:35][O:36][C:37]2=[O:38])[CH2:5][CH:6]1[c:7]1[n:8][cH:9][c:10]2[n:11]1[c:12]1[c:13]([n:14][cH:15]2)[n:16]([S:19](=[O:20])(=[O:21])[c:22]2[cH:23][cH:24][c:25]([CH3:26])[cH:27][cH:28]2)[cH:17][cH:18]1.[CH3:73][C:74]#[N:75].[F:64][C:65]([CH:66]1[NH:67][CH2:68][CH2:69][CH2:70]1)([F:71])[F:72].[NH2:52][CH:53]1[CH2:54][CH:55]([C:56]([O:57][CH2:58][CH3:59])=[O:60])[CH:61]([CH3:62])[CH2:63]1>>[CH3:1][CH:2]1[CH2:3][CH:4]([NH:29][S:30](=[O:31])(=[O:32])[N:67]2[CH:66]([C:65]([F:64])([F:71])[F:72])[CH2:70][CH2:69][CH2:68]2)[CH2:5][CH:6]1[c:7]1[n:8][cH:9][c:10]2[n:11]1[c:12]1[c:13]([n:14][cH:15]2)[n:16]([S:19](=[O:20])(=[O:21])[c:22]2[cH:23][cH:24][c:25]([CH3:26])[cH:27][cH:28]2)[cH:17][cH:18]1. Reactants: ClC1=CC=C(C=C1)C=1C=CC(=C(C1)C=1C(N(N=C(C1S(=O)(=O)C)C)C)=O)CC (4-[5-(4-chlorophenyl)-2-ethylphenyl]-2,6-dimethyl-5-methylsulfonyl-2,3-dihydro-3-pyridazinone), CN1C(CCC1)=O (N-methyl-2-pyrrolidone), [OH-].[Na+] (sodium hydroxide). Run in C1(=CC=CC=C1)C (toluene). Conditions: temperature 70 celsius, time 3 hour. Product: ClC1=CC=C(C=C1)C=1C=CC(=C(C1)C=1C(N(N=C(C1O)C)C)=O)CC (4-[5-(4-chlorophenyl)-2-ethylphenyl]-5-hydroxy-2,6-dimethyl-2,3-dihydro-3-pyridazinone). Isolated yield 63.6%. Reaction SMILES: [Cl:1][C:2]1[CH:7]=[CH:6][C:5]([C:8]2[CH:9]=[CH:10][C:11]([CH2:27][CH3:28])=[C:12]([C:14]3[C:15](=[O:26])[N:16]([CH3:25])[N:17]=[C:18]([CH3:24])[C:19]=3S(C)(=O)=O)[CH:13]=2)=[CH:4][CH:3]=1.CN1CCCC1=[O:35].[OH-].[Na+]>C1(C)C=CC=CC=1>[Cl:1][C:2]1[CH:7]=[CH:6][C:5]([C:8]2[CH:9]=[CH:10][C:11]([CH2:27][CH3:28])=[C:12]([C:14]3[C:15](=[O:26])[N:16]([CH3:25])[N:17]=[C:18]([CH3:24])[C:19]=3[OH:35])[CH:13]=2)=[CH:4][CH:3]=1 |f:2.3|. Procedure: To a 25 ml volume three-necked flask, 4-[5-(4-chlorophenyl)-2-ethylphenyl]-2,6-dimethyl-5-methylsulfonyl-2,3-dihydro-3-pyridazinone ((2-34)-(1)-67) (290 mg), N-methyl-2-pyrrolidone (890 mg), and aqueous sodium hydroxide solution (410 mg) were added under a nitrogen atmosphere, and stirred at 70° C. for 3 hours. After the reaction mixture was cooled to room temperature, toluene was added and washed. The organic layer was removed. To the resulting aqueous layer, 10 wt % of hydrochloric acid was ad... The reactants are solution, C(C)(C)NC(C)C.[Li] (lithium diisopropylamine), C1CCOC1.CCCCCCC (THF n-heptane), C(C)(=O)OC(C)(C)C (tert-butyl acetate), C1(CC1)\C(\C)=N\S(=O)C(C)(C)C ((E)-N-(1-cyclopropylethylidene)-2-methylpropane-2-sulfinamide). Run in C1CCOC1 (THF), C1CCOC1 (THF). Conditions: temperature -78 celsius, time 40 minute. Yields the product C(C)(C)(C)S(=O)NC(CC(=O)OC(C)(C)C)(C)C1CC1 (tert-butyl 3-(tert-butylsulfinylamino)-3-cyclopropyl-butanoate). The yield is 74.5%. Reaction SMILES: [C:1]([O:4][C:5]([CH3:8])([CH3:7])[CH3:6])(=[O:3])[CH3:2].C(NC(C)C)(C)C.[Li].C1COCC1.CCCCCCC.[CH:29]1(/[C:32](=[N:34]/[S:35]([C:37]([CH3:40])([CH3:39])[CH3:38])=[O:36])/[CH3:33])[CH2:31][CH2:30]1>C1COCC1>[C:37]([S:35]([NH:34][C:32]([CH:29]1[CH2:31][CH2:30]1)([CH3:33])[CH2:2][C:1]([O:4][C:5]([CH3:8])([CH3:7])[CH3:6])=[O:3])=[O:36])([CH3:38])([CH3:39])[CH3:40] |f:1.2,3.4,^1:15|. Procedure details: To a solution of tert-butyl acetate (1.29 g, 1.48 ml, 11.1 mmol) in THF (20 ml) cooled to −78° C. was added a 2M solution of lithium diisopropylamine in THF/n-heptane (5.55 ml, 11.1 mmol) over 10 minutes. The reaction mixture was stirred for 40 minutes at −78° C. followed by addition of a solution of (E)-N-(1-cyclopropylethylidene)-2-methylpropane-2-sulfinamide (CAN 1426425-10-6, 1.6 g, 8.54 mmol) in THF (5 ml) to the reaction cooled at −78° C. The reaction was stirred at −78° C. for 90 minutes ... The reactants are 14-[4-(4,5-dihydro-5-phenyl-3-isoxazolyl)-2-thiazolyl]-N-(2,5-dimethylphenyl)-1-piperidinecarbothioamide, C1(=CC=CC=C1)C1CC(=NO1)C=1N=C(SC1)C1CCN(CC1)C(NC1=C(C=CC(=C1)C)C)=S (4-[4-(4,5-dihydro-5-phenyl-3-isoxazolyl)-2-thiazolyl]-N-(2,5-dimethylphenyl)-1-piperidinecarbothioamide), CI (methyl iodide). Run in ClCCl (dichloromethane), ClCCl (dichloromethane). Product: C1(=CC=CC=C1)C1CC(=NO1)C=1N=C(SC1)C1CCN(CC1)C(=NC1=C(C=CC(=C1)C)C)SC (methyl 4-[4-(4,5-dihydro-5-phenyl-3-isoxazolyl)-2-thiazolyl]-N-(2,5-dimethylphenyl)-1-piperdinecarboximidothioate). RXN SMILES: [C:1]1([CH:7]2[O:11][N:10]=[C:9]([C:12]3[N:13]=[C:14]([CH:17]4[CH2:22][CH2:21][N:20]([C:23](=[S:33])[NH:24][C:25]5[CH:30]=[C:29]([CH3:31])[CH:28]=[CH:27][C:26]=5[CH3:32])[CH2:19][CH2:18]4)[S:15][CH:16]=3)[CH2:8]2)[CH:6]=[CH:5][CH:4]=[CH:3][CH:2]=1.[CH3:34]I>ClCCl>[C:1]1([CH:7]2[O:11][N:10]=[C:9]([C:12]3[N:13]=[C:14]([CH:17]4[CH2:18][CH2:19][N:20]([C:23]([S:33][CH3:34])=[N:24][C:25]5[CH:30]=[C:29]([CH3:31])[CH:28]=[CH:27][C:26]=5[CH3:32])[CH2:21][CH2:22]4)[S:15][CH:16]=3)[CH2:8]2)[CH:6]=[CH:5][CH:4]=[CH:3][CH:2]=1. Procedure details: A solution of 14-[4-(4,5-dihydro-5-phenyl-3-isoxazolyl)-2-thiazolyl]-N-(2,5-dimethylphenyl)-1-piperidinecarbothioamide (i.e. the product of Step C) (476 mg, 1.0 mmol) and methyl iodide (0.25 mL, 4.0 mmol) in dichloromethane (2 mL) was agitated at room temperature for 3 h. The reaction mixture was then diluted with dichloromethane, washed with saturated aqueous sodium bicarbonate, saturated aqueous sodium chloride, dried (MgSO4), and concentrated to give a foamy white solid (480 mg). The solid wa... Reactants: C(C)(=O)C=1C=C(N2CCCCC12)C=1C=NC=CC1 (1-acetyl-3-(3-pyridyl)-5,6,7,8-tetrahydroindolizine), crystals, BrN1C(CCC1=O)=O (N-bromosuccinimide). Yields the product C(C)(=O)C=1C(=C(N2CCCCC12)C=1C=NC=CC1)Br (1-acetyl-2-bromo-3-(3-pyridyl)-5,6,7,8-tetrahydroindolizine). Isolated yield 37.6%. RXN SMILES: [C:1]([C:4]1[CH:5]=[C:6]([C:13]2[CH:14]=[N:15][CH:16]=[CH:17][CH:18]=2)[N:7]2[C:12]=1[CH2:11][CH2:10][CH2:9][CH2:8]2)(=[O:3])[CH3:2].[Br:19]N1C(=O)CCC1=O>>[C:1]([C:4]1[C:5]([Br:19])=[C:6]([C:13]2[CH:14]=[N:15][CH:16]=[CH:17][CH:18]=2)[N:7]2[C:12]=1[CH2:11][CH2:10][CH2:9][CH2:8]2)(=[O:3])[CH3:2]. Procedure details: 1-Acetyl-2-bromo-3-(3-pyridyl)-5,6,7,8-tetrahydroindolizine is prepared as described in Example 23, from 1.2 g of 1-acetyl-3-(3-pyridyl)-5,6,7,8-tetrahydroindolizine and 1.1 g of N-bromosuccinimide. 0.6 g of 1-acetyl-2-bromo-3-(3-pyridyl)-5,6,7,8-tetrahydroindolizine are thus obtained in the form of white crystals melting at 163° C. Reactants: N#Cc1ccc(N(CCF)CC(=O)O)cc1C(F)(F)F, O=C(Cl)C(=O)Cl, ClCCl, N, CN(C)C=O. Product: N#Cc1ccc(N(CCF)CC(N)=O)cc1C(F)(F)F. RXN SMILES: [C:1](#[N:2])[c:3]1[c:4]([C:17]([F:18])([F:19])[F:20])[cH:5][c:6]([N:9]([CH2:10][C:11](=[O:12])[OH:13])[CH2:14][CH2:15][F:16])[cH:7][cH:8]1.[Cl:21][C:22]([C:23]([Cl:24])=[O:25])=[O:26].[Cl:33][CH2:34][Cl:35].[NH3:32].[O:27]=[CH:28][N:29]([CH3:30])[CH3:31]>>[C:1](#[N:2])[c:3]1[c:4]([C:17]([F:18])([F:19])[F:20])[cH:5][c:6]([N:9]([CH2:10][C:11](=[O:12])[NH2:29])[CH2:14][CH2:15][F:16])[cH:7][cH:8]1. Starting materials: COC(=O)CCC(=NOCc1ccc(OCc2nc(-c3ccccc3)oc2C)c(OC)c1)c1ccccc1, [Na+], [OH-]. Product: COc1cc(CON=C(CCC(=O)O)c2ccccc2)ccc1OCc1nc(-c2ccccc2)oc1C. As a reaction SMILES: [CH3:1][O:2][c:3]1[cH:4][c:5]([CH2:6][O:7][N:8]=[C:9]([CH2:10][CH2:11][C:12](=[O:13])[O:14][CH3:15])[c:16]2[cH:17][cH:18][cH:19][cH:20][cH:21]2)[cH:22][cH:23][c:24]1[O:25][CH2:26][c:27]1[n:28][c:29](-[c:33]2[cH:34][cH:35][cH:36][cH:37][cH:38]2)[o:30][c:31]1[CH3:32].[Na+:40].[OH-:39]>>[CH3:1][O:2][c:3]1[cH:4][c:5]([CH2:6][O:7][N:8]=[C:9]([CH2:10][CH2:11][C:12](=[O:13])[OH:14])[c:16]2[cH:17][cH:18][cH:19][cH:20][cH:21]2)[cH:22][cH:23][c:24]1[O:25][CH2:26][c:27]1[n:28][c:29](-[c:33]2[cH:34][cH:35][cH:36][cH:37][cH:38]2)[o:30][c:31]1[CH3:32]. Reactants: C1COCCN1, ClCCl, COc1c(C)c(Cc2ccc(-c3ccncc3)c(C(=O)O)c2)c(OC)c(OC)c1OC. The product is COc1c(C)c(Cc2ccc(-c3ccncc3)c(C(=O)N3CCOCC3)c2)c(OC)c(OC)c1OC. RXN SMILES: [CH2:32]1[CH2:33][O:34][CH2:35][CH2:36][NH:37]1.[CH2:38]([Cl:39])[Cl:40].[CH3:1][O:2][c:3]1[c:4]([CH3:31])[c:5]([CH2:6][c:7]2[cH:8][cH:9][c:10](-[c:16]3[cH:17][cH:18][n:19][cH:20][cH:21]3)[c:11]([C:12](=[O:13])[OH:14])[cH:15]2)[c:22]([O:29][CH3:30])[c:23]([O:27][CH3:28])[c:24]1[O:25][CH3:26]>>[CH3:1][O:2][c:3]1[c:4]([CH3:31])[c:5]([CH2:6][c:7]2[cH:8][cH:9][c:10](-[c:16]3[cH:17][cH:18][n:19][cH:20][cH:21]3)[c:11]([C:12](=[O:13])[N:37]3[CH2:32][CH2:33][O:34][CH2:35][CH2:36]3)[cH:15]2)[c:22]([O:29][CH3:30])[c:23]([O:27][CH3:28])[c:24]1[O:25][CH3:26].